Dataset: the Open Reaction Database (ORD), a public repository of structured organic reaction records. Task: describe an organic reaction: reactants, conditions, products, and yield Reactants: BrC=1C=C(C=2NC=3C=C(C=CC3C2N1)C(=O)N1CCOCC1)C(=O)N (2-Bromo-7-(morpholine-4-carbonyl)-5H-pyrido[3,2-b]indole-4-carboxamide), CC1(OB(OC1(C)C)C=1C=C2C=CNC2=CC1)C (5-(4,4,5,5-tetramethyl-1,3,2-dioxaborolan-2-yl)-1H-indole), [O-]P(=O)([O-])[O-].[K+].[K+].[K+] (Potassium phosphate tribasic), C1(CCCCC1)P(C1=C(C=CC=C1)C1=C(C=CC=C1OC)OC)C1CCCCC1 (2-dicyclohexylphosphino-2′,6′-dimethoxy-1,1′-biphenyl), C(=O)([O-])[O-].[Na+].[Na+] (Na2CO3). Reagents/catalysts: CC(=O)[O-].CC(=O)[O-].[Pd+2] (Pd(OAc)2), C=1C=CC(=CC1)[P](C=2C=CC=CC2)(C=3C=CC=CC3)[Pd]([P](C=4C=CC=CC4)(C=5C=CC=CC5)C=6C=CC=CC6)([P](C=7C=CC=CC7)(C=8C=CC=CC8)C=9C=CC=CC9)[P](C=1C=CC=CC1)(C=1C=CC=CC1)C=1C=CC=CC1 (Pd(Ph3P)4). Solvent: C1CCOC1 (THF), CO (MeOH), C1(=CC=CC=C1)C (Toluene). Conditions: temperature 85 celsius. The product is N1C=CC2=CC(=CC=C12)C=1C=C(C=2NC=3C=C(C=CC3C2N1)C(=O)N1CCOCC1)C(=O)N (2-(1H-Indol-5-yl)-7-(morpholine-4-carbonyl)-5H-pyrido[3,2-b]indole-4-carboxamide). As a reaction SMILES: Br[C:2]1[CH:3]=[C:4]([C:23]([NH2:25])=[O:24])[C:5]2[NH:6][C:7]3[CH:8]=[C:9]([C:15]([N:17]4[CH2:22][CH2:21][O:20][CH2:19][CH2:18]4)=[O:16])[CH:10]=[CH:11][C:12]=3[C:13]=2[N:14]=1.CC1(C)C(C)(C)OB([C:34]2[CH:35]=[C:36]3[C:40](=[CH:41][CH:42]=2)[NH:39][CH:38]=[CH:37]3)O1.[O-]P([O-])([O-])=O.[K+].[K+].[K+].C1(P(C2CCCCC2)C2C=CC=CC=2C2C(OC)=CC=CC=2OC)CCCCC1.C([O-])([O-])=O.[Na+].[Na+]>CC([O-])=O.CC([O-])=O.[Pd+2].C1C=CC([P]([Pd]([P](C2C=CC=CC=2)(C2C=CC=CC=2)C2C=CC=CC=2)([P](C2C=CC=CC=2)(C2C=CC=CC=2)C2C=CC=CC=2)[P](C2C=CC=CC=2)(C2C=CC=CC=2)C2C=CC=CC=2)(C2C=CC=CC=2)C2C=CC=CC=2)=CC=1.CO.C1(C)C=CC=CC=1.C1COCC1>[NH:39]1[C:40]2[C:36](=[CH:35][C:34]([C:2]3[CH:3]=[C:4]([C:23]([NH2:25])=[O:24])[C:5]4[NH:6][C:7]5[CH:8]=[C:9]([C:15]([N:17]6[CH2:18][CH2:19][O:20][CH2:21][CH2:22]6)=[O:16])[CH:10]=[CH:11][C:12]=5[C:13]=4[N:14]=3)=[CH:42][CH:41]=2)[CH:37]=[CH:38]1 |f:2.3.4.5,7.8.9,10.11.12,^1:99,101,120,139|. Procedure: 2-Bromo-7-(morpholine-4-carbonyl)-5H-pyrido[3,2-b]indole-4-carboxamide (60 mg, 0.149 mmol), 5-(4,4,5,5-tetramethyl-1,3,2-dioxaborolan-2-yl)-1H-indole (72.3 mg, 0.298 mmol), Potassium phosphate tribasic (134 mg, 0.476 mmol), 2-dicyclohexylphosphino-2′,6′-dimethoxy-1,1′-biphenyl (24.43 mg, 0.060 mmol) and Pd(OAc)2 (6.68 mg, 0.030 mmol) were mixed with THF (2 mL) in a sealed microwave vial. The mixture was flushed with N2 and heated at 85° C. in an oil bath for 3.5 hr. LC/MS showed there was trace ... Starting materials: O=C(O)CC1CC1, Cl, CN(C(=O)N(C)C1CN(C(=O)C2CCNCC2)CC1c1ccc(F)cc1)c1cc(C(F)(F)F)cc(C(F)(F)F)c1. Product: CN(C(=O)N(C)C1CN(C(=O)C2CCN(C(=O)CC3CC3)CC2)CC1c1ccc(F)cc1)c1cc(C(F)(F)F)cc(C(F)(F)F)c1. RXN SMILES: [CH:42]1([CH2:45][C:46](=[O:47])[OH:48])[CH2:43][CH2:44]1.[ClH:1].[F:2][C:3]([c:4]1[cH:5][c:6]([N:14]([C:15](=[O:16])[N:17]([CH3:18])[CH:19]2[CH2:20][N:21]([C:31](=[O:32])[CH:33]3[CH2:34][CH2:35][NH:36][CH2:37][CH2:38]3)[CH2:22][CH:23]2[c:24]2[cH:25][cH:26][c:27]([F:30])[cH:28][cH:29]2)[CH3:39])[cH:7][c:8]([C:10]([F:11])([F:12])[F:13])[cH:9]1)([F:40])[F:41]>>[F:2][C:3]([c:4]1[cH:5][c:6]([N:14]([C:15](=[O:16])[N:17]([CH3:18])[CH:19]2[CH2:20][N:21]([C:31](=[O:32])[CH:33]3[CH2:34][CH2:35][N:36]([C:46]([CH2:45][CH:42]4[CH2:43][CH2:44]4)=[O:47])[CH2:37][CH2:38]3)[CH2:22][CH:23]2[c:24]2[cH:25][cH:26][c:27]([F:30])[cH:28][cH:29]2)[CH3:39])[cH:7][c:8]([C:10]([F:11])([F:12])[F:13])[cH:9]1)([F:40])[F:41]. Reactants: COc1cc2nc[nH]c(=O)c2cc1OC, O, O=[N+]([O-])O. Yields the product COc1cc2nc[nH]c(=O)c2c([N+](=O)[O-])c1OC. As a reaction SMILES: [CH3:5][O:6][c:7]1[cH:8][c:9]2[c:10](=[O:19])[nH:11][cH:12][n:13][c:14]2[cH:15][c:16]1[O:17][CH3:18].[OH2:20].[OH:1][N+:2]([O-:3])=[O:4]>>[O-:1][N+:2](=[O:4])[c:8]1[c:7]([O:6][CH3:5])[c:16]([O:17][CH3:18])[cH:15][c:14]2[c:9]1[c:10](=[O:19])[nH:11][cH:12][n:13]2. The reactants are ice water, C1(O)=CC(O)=CC=C1 (resorcinol), [OH-].[K+] (potassium hydroxide), ClC1=C(C#N)C=C(C=C1)Cl (2,5-dichlorobenzonitrile), Cl (hydrochloric acid). Run in CS(=O)C (dimethyl sulphoxide). Run at time 30 minute. The product is C(#N)C1=C(OC=2C=C(C=CC2)O)C=CC(=C1)Cl (3-(2'-cyano-4'-chlorophenoxy)-phenol). The yield is 67.3%. RXN SMILES: [C:1]1([CH:8]=[CH:7][CH:6]=[C:4]([OH:5])[CH:3]=1)[OH:2].[OH-].[K+].Cl[C:12]1[CH:19]=[CH:18][C:17]([Cl:20])=[CH:16][C:13]=1[C:14]#[N:15].Cl>CS(C)=O>[C:14]([C:13]1[CH:16]=[C:17]([Cl:20])[CH:18]=[CH:19][C:12]=1[O:2][C:1]1[CH:3]=[C:4]([OH:5])[CH:6]=[CH:7][CH:8]=1)#[N:15] |f:1.2|. Procedure: 66 g of resorcinol are added to 220 ml of dimethyl sulphoxide. With stirring, 37.4 g of potassium hydroxide (powder) are added, whereupon the temperature rises to 55° C. The mixture is kept for 30 minutes at 60° C. and the 51.6 g of 2,5-dichlorobenzonitrile are added in portions. The reaction mixture is then stirred for 7 hours at 90° C. and, after cooling, poured into ice-water. The pH is adjusted to 6 with conc. hydrochloric acid and initially a brown oil precipitates, which soon becomes cryst... The reactants are C1CCOC1, COC(=O)c1cc(Cl)c(C(=O)OC)c(Cl)c1, [Na+], [OH-], O. Yields the product COC(=O)c1c(Cl)cc(C(=O)O)cc1Cl. As a reaction SMILES: [CH2:19]1[O:20][CH2:21][CH2:22][CH2:23]1.[Cl:1][c:2]1[c:3]([C:4](=[O:5])[O:6][CH3:7])[c:8]([Cl:16])[cH:9][c:10]([C:12](=[O:13])[O:14][CH3:15])[cH:11]1.[Na+:18].[OH-:17].[OH2:24]>>[Cl:1][c:2]1[c:3]([C:4](=[O:5])[O:6][CH3:7])[c:8]([Cl:16])[cH:9][c:10]([C:12](=[O:13])[OH:14])[cH:11]1. Starting materials: COC(C1=C(N=C(C=C1Cl)C)OC1=C(C=C(C=C1C)C)C)=O (4-chloro-6-methyl-2-(2,4,6-trimethyl-phenoxy)-nicotinic acid methyl ester), C(C)C(CC)N (1-ethyl-propyl-amine), CN1C(CCC1)=O (1-methyl-2-pyrrolidinone). Conditions: temperature 130 celsius. Yields the product COC(C1=C(N=C(C=C1N(CCO)CC)C)OC1=C(C=C(C=C1C)C)C)=O (4-[Ethyl-(2-hydroxy-ethyl)-amino]-6-methyl-2-(2,4,6-trimethyl-phenoxy)-nicotinic acid methyl ester). RXN SMILES: [CH3:1][O:2][C:3](=[O:22])[C:4]1[C:9](Cl)=[CH:8][C:7]([CH3:11])=[N:6][C:5]=1[O:12][C:13]1[C:18]([CH3:19])=[CH:17][C:16]([CH3:20])=[CH:15][C:14]=1[CH3:21].C([CH:25]([NH2:28])[CH2:26]C)C.CN1CC[CH2:32][C:31]1=[O:35]>>[CH3:1][O:2][C:3](=[O:22])[C:4]1[C:9]([N:28]([CH2:25][CH3:26])[CH2:32][CH2:31][OH:35])=[CH:8][C:7]([CH3:11])=[N:6][C:5]=1[O:12][C:13]1[C:18]([CH3:19])=[CH:17][C:16]([CH3:20])=[CH:15][C:14]=1[CH3:21]. Procedure: A mixture of 4-chloro-6-methyl-2-(2,4,6-trimethyl-phenoxy)-nicotinic acid methyl ester and 1-ethyl-propyl-amine in 1-methyl-2-pyrrolidinone was heated at 130° C. until starting material was consumed. The mixture was quenched with water, brine and extracted with ethyl acetate. The organic layer was dried and concentrated to dryness. The residue was purified through silica gel column chromatography to give the title compound. 1H NMR(CDCl3) d 6.85(s, 2H), 6.40(s, 1H), 3.88(s, 3H), 3.73(t, 2H), 3.43... The reactants are NC(=O)c1ccc(B(O)O)cc1, O=C([O-])[O-], COC(=O)C(Cc1ccc(Br)cc1)NC(=O)OC(C)(C)C, [Na+], [Na+], c1ccc(P(c2ccccc2)(c2ccccc2)[Pd](P(c2ccccc2)(c2ccccc2)c2ccccc2)(P(c2ccccc2)(c2ccccc2)c2ccccc2)P(c2ccccc2)(c2ccccc2)c2ccccc2)cc1. Yields the product COC(=O)C(Cc1ccc(-c2ccc(C(N)=O)cc2)cc1)NC(=O)OC(C)(C)C. RXN SMILES: [C:22]([NH2:23])(=[O:24])[c:25]1[cH:26][cH:27][c:28]([B:31]([OH:32])[OH:33])[cH:29][cH:30]1.[C:34](=[O:35])([O-:36])[O-:37].[CH3:1][O:2][C:3]([CH:4]([CH2:5][c:6]1[cH:7][cH:8][c:9]([Br:12])[cH:10][cH:11]1)[NH:13][C:14](=[O:15])[O:16][C:17]([CH3:18])([CH3:19])[CH3:20])=[O:21].[Na+:38].[Na+:39].[cH:40]1[cH:41][cH:42][c:43]([P:44]([Pd:45]([P:46]([c:47]2[cH:48][cH:49][cH:50][cH:51][cH:52]2)([c:53]2[cH:54][cH:55][cH:56][cH:57][cH:58]2)[c:59]2[cH:60][cH:61][cH:62][cH:63][cH:64]2)([P:65]([c:66]2[cH:67][cH:68][cH:69][cH:70][cH:71]2)([c:72]2[cH:73][cH:74][cH:75][cH:76][cH:77]2)[c:78]2[cH:79][cH:80][cH:81][cH:82][cH:83]2)[P:84]([c:85]2[cH:86][cH:87][cH:88][cH:89][cH:90]2)([c:91]2[cH:92][cH:93][cH:94][cH:95][cH:96]2)[c:97]2[cH:98][cH:99][cH:100][cH:101][cH:102]2)([c:103]2[cH:104][cH:105][cH:106][cH:107][cH:108]2)[c:109]2[cH:110][cH:111][cH:112][cH:113][cH:114]2)[cH:115][cH:116]1>>[CH3:1][O:2][C:3]([CH:4]([CH2:5][c:6]1[cH:7][cH:8][c:9](-[c:28]2[cH:27][cH:26][c:25]([C:22]([NH2:23])=[O:24])[cH:30][cH:29]2)[cH:10][cH:11]1)[NH:13][C:14](=[O:15])[O:16][C:17]([CH3:18])([CH3:19])[CH3:20])=[O:21].